describe an organic reaction: reactants, conditions, products, and yield From a dataset of the Open Reaction Database (ORD), a public repository of structured organic reaction records. Starting materials: NC1=C(C(=O)NC2=CC=C(C=C2)C(C)CC)C=CC(=C1)F (2-amino-N-(4-sec-butyl-phenyl)-4-fluoro-benzamide), CC=1C=C(C=O)C=C(C1OCCO)C (3,5-dimethyl-4-(2-hydroxy-ethoxy)-benzaldehyde), S([O-])(O)=O.[Na+] (sodium bisulfite), C1(=CC=C(C=C1)S(=O)(=O)O)C (p-toluenesulfonic acid). Solvent: CN(C(C)=O)C (N,N-dimethylacetamide). Conditions: temperature 120 celsius. The product is C(C)(CC)C1=CC=C(C=C1)N1C(NC2=CC(=CC=C2C1=O)F)C1=CC(=C(C(=C1)C)OCCO)C (3-(4-sec-butyl-phenyl)-7-fluoro-2-[4-(2-hydroxy-ethoxy)-3,5-dimethyl-phenyl]-2,3-dihydro-1H-quinazolin-4-one). Yield: 7.4%. RXN SMILES: [NH2:1][C:2]1[CH:20]=[C:19]([F:21])[CH:18]=[CH:17][C:3]=1[C:4]([NH:6][C:7]1[CH:12]=[CH:11][C:10]([CH:13]([CH2:15][CH3:16])[CH3:14])=[CH:9][CH:8]=1)=[O:5].[CH3:22][C:23]1[CH:24]=[C:25]([CH:28]=[C:29]([CH3:35])[C:30]=1[O:31][CH2:32][CH2:33][OH:34])[CH:26]=O.S(=O)(O)[O-].[Na+].C1(C)C=CC(S(O)(=O)=O)=CC=1>CN(C)C(=O)C>[CH:13]([C:10]1[CH:9]=[CH:8][C:7]([N:6]2[C:4](=[O:5])[C:3]3[C:2](=[CH:20][C:19]([F:21])=[CH:18][CH:17]=3)[NH:1][CH:26]2[C:25]2[CH:28]=[C:29]([CH3:35])[C:30]([O:31][CH2:32][CH2:33][OH:34])=[C:23]([CH3:22])[CH:24]=2)=[CH:12][CH:11]=1)([CH2:15][CH3:16])[CH3:14] |f:2.3|. Reported procedure: A mixture of 2-amino-N-(4-sec-butyl-phenyl)-4-fluoro-benzamide (0.920 g, 3.21 mmol), 3,5-dimethyl-4-(2-hydroxy-ethoxy)-benzaldehyde (0.627 g, 3.21 mmol), sodium bisulfite (0.640 g, 3.53 mmol), and p-toluenesulfonic acid (60 mg, 0.32 mmol) in N,N-dimethylacetamide (20 mL) was heated at 120° C. for 16 hours. The solvent was evaporated in vacuo and water was added to the flask. The precipitate was filtered off and washed with water. The solid was triturated with ether and filtered off to give 3-(4-... The reactants are C(C1=CC=CC=C1)(=O)OC[C@H]1O[C@H]([C@@H](C1)NS(=O)(=O)C)N1C(SC2=C1N=C(NC2=O)N)=O ([(2S,4R,5R)-5-(5-amino-2,7-dioxo-6H-thiazolo[4,5-d]pyrimidin-3-yl)-4-(methanesulfonamido)tetrahydrofuran-2-yl]methyl benzoate), C(C1=CC=CC=C1)(=O)OC[C@H]1O[C@H]([C@@H](C1)NS(=O)(=O)C)N1C(SC2=C1N=C(NC2=O)N)=O ([(2S,4R,5R)-5-(5-amino-2,7-dioxo-6H-thiazolo[4,5-d]pyrimidin-3-yl)-4-(methanesulfonamido)tetrahydrofuran-2-yl]methyl benzoate), C(=O)([O-])[O-].[K+].[K+] (K2CO3). Run in CO (MeOH). Reaction conditions: time 5 hour. Product: NC=1NC(C2=C(N1)N(C(S2)=O)[C@@H]2O[C@@H](C[C@H]2NS(=O)(=O)C)CO)=O (N-[(2R,3R,5S)-2-(5-amino-2,7-dioxo-6H-thiazolo[4,5-d]pyrimidin-3-yl)-5-(hydroxymethyl)tetrahydrofuran-3-yl]methanesulfonamide). Yield: 3.9%. As a reaction SMILES: C([O:9][CH2:10][C@@H:11]1[CH2:15][C@@H:14]([NH:16][S:17]([CH3:20])(=[O:19])=[O:18])[C@H:13]([N:21]2[C:25]3[N:26]=[C:27]([NH2:31])[NH:28][C:29](=[O:30])[C:24]=3[S:23][C:22]2=[O:32])[O:12]1)(=O)C1C=CC=CC=1.C([O-])([O-])=O.[K+].[K+]>CO>[NH2:31][C:27]1[NH:28][C:29](=[O:30])[C:24]2[S:23][C:22](=[O:32])[N:21]([C@H:13]3[C@H:14]([NH:16][S:17]([CH3:20])(=[O:19])=[O:18])[CH2:15][C@@H:11]([CH2:10][OH:9])[O:12]3)[C:25]=2[N:26]=1 |f:1.2.3|. Procedure: To a solution of [(2S,4R,5R)-5-(5-amino-2,7-dioxo-6H-thiazolo[4,5-d]pyrimidin-3-yl)-4-(methanesulfonamido)tetrahydrofuran-2-yl]methyl benzoate (compound 33d, crude, 80 mg, 0.54 mmol) in MeOH (5 mL) was added K2CO3 (80 mg, 0.6 mmol). After being stirred at room temperature for 5 hours, the reaction mixture was concentrated in vacuo and the residue was purified by preparative HPLC to afford 8.0 mg of N-[(2R,3R,5S)-2-(5-amino-2,7-dioxo-6H-thiazolo[4,5-d]pyrimidin-3-yl)-5-(hydroxymethyl)tetrahydrofu... Procedure: A suspension of 3-chloro-N-((3-chloro-5-fluorophenyl)carbamothioyl)benzamide (75 g, 219 mmol) in tert-butyl methyl ether (TBME) (1.1 L) was heated to 50° C. Next, 5-(trifluoromethyl)-1H-pyrazol-3-amine (39.6 g, 262 mmol, 1.20 equiv) and N-(3-dimethylaminopropyl)-N′-ethylcarbodiimide (EDC) (64.2 g, 328 mmol, 1.50 equiv) were added. The resulting reaction mixture was stirred at 50° C. for 1 hour and diluted with EtOAc (1.0 L) and water (1.0 L). The organic extract was washed with a saturated, aque... RXN SMILES: [Cl:1][C:2]1[CH:3]=[C:4]([CH:28]=[CH:29][CH:30]=1)[C:5]([N:7]=[C:8]([NH:19][C:20]1[CH:25]=[C:24]([F:26])[CH:23]=[C:22]([Cl:27])[CH:21]=1)[NH:9][C:10]1[CH:14]=[C:13]([C:15]([F:18])([F:17])[F:16])[NH:12][N:11]=1)=[O:6].[CH3:31][C:32]([CH3:34])=[O:33]>>[CH3:31][C:32]([CH3:34])=[O:33].[Cl:1][C:2]1[CH:3]=[C:4]([CH:28]=[CH:29][CH:30]=1)[C:5]([N:7]=[C:8]([NH:19][C:20]1[CH:25]=[C:24]([F:26])[CH:23]=[C:22]([Cl:27])[CH:21]=1)[NH:9][C:10]1[CH:14]=[C:13]([C:15]([F:18])([F:16])[F:17])[NH:12][N:11]=1)=[O:6] |f:2.3|. Starting materials: ClC=1C=C(C(=O)N=C(NC2=NNC(=C2)C(F)(F)F)NC2=CC(=CC(=C2)F)Cl)C=CC1 (3-chloro-N-(((3-chloro-5-fluorophenyl)amino)((5-(trifluoromethyl)-1H-pyrazol-3-yl)amino)methylene)benzamide), CC(=O)C (acetone). Product: CC(=O)C.ClC=1C=C(C(=O)N=C(NC2=NNC(=C2)C(F)(F)F)NC2=CC(=CC(=C2)F)Cl)C=CC1 (3-Chloro-N-(((3-Chloro-5-Fluorophenyl)Amino)((5-(Trifluoromethyl)-1H-Pyrazol-3-Yl)Amino)Methylene)Benzamide Acetone). Run in CN(C=O)C (dimethylformamide), CN(C=O)C (dimethylformamide). Product: C(CCCCC)C1=C(C=C(C=C1)CCCCCCCCCCCCCC)OCC(COC(C1=CC=CC=C1)(C1=CC=CC=C1)C1=CC=CC=C1)OCC1=CC=CC=C1 (1-Hexyl-2-[2-(phenylmethoxy)-3-(triphenylmethoxy)propoxy]-4-tetradecylbenzene). Conditions: time 15 minute. Procedure: A 13.8 g portion of 1-(2-hexyl-5-tetradecylphenoxy)-3-(triphenylmethoxy)-2-propanol in 40 ml of dimethylformamide was added dropwise to a suspension of 14.5 g of prewashed 50% sodium hydride in 40 ml of dimethylformamide and the mixture was stirred 15 minutes. A 4.45 g portion of benzyl bromide was added and the mixture was stirred an additional 3 hours. This mixture was quenched slowly with water and then extracted several times with ether. The ether extracts were combined, washed with water, b... RXN SMILES: [CH2:1]([C:7]1[CH:37]=[CH:36][C:35]([CH2:38][CH2:39][CH2:40][CH2:41][CH2:42][CH2:43][CH2:44][CH2:45][CH2:46][CH2:47][CH2:48][CH2:49][CH2:50][CH3:51])=[CH:34][C:8]=1[O:9][CH2:10][CH:11]([OH:33])[CH2:12][O:13][C:14]([C:27]1[CH:32]=[CH:31][CH:30]=[CH:29][CH:28]=1)([C:21]1[CH:26]=[CH:25][CH:24]=[CH:23][CH:22]=1)[C:15]1[CH:20]=[CH:19][CH:18]=[CH:17][CH:16]=1)[CH2:2][CH2:3][CH2:4][CH2:5][CH3:6].[H-].[Na+].[CH2:54](Br)[C:55]1[CH:60]=[CH:59][CH:58]=[CH:57][CH:56]=1>CN(C)C=O>[CH2:1]([C:7]1[CH:37]=[CH:36][C:35]([CH2:38][CH2:39][CH2:40][CH2:41][CH2:42][CH2:43][CH2:44][CH2:45][CH2:46][CH2:47][CH2:48][CH2:49][CH2:50][CH3:51])=[CH:34][C:8]=1[O:9][CH2:10][CH:11]([O:33][CH2:54][C:55]1[CH:60]=[CH:59][CH:58]=[CH:57][CH:56]=1)[CH2:12][O:13][C:14]([C:21]1[CH:22]=[CH:23][CH:24]=[CH:25][CH:26]=1)([C:15]1[CH:20]=[CH:19][CH:18]=[CH:17][CH:16]=1)[C:27]1[CH:32]=[CH:31][CH:30]=[CH:29][CH:28]=1)[CH2:2][CH2:3][CH2:4][CH2:5][CH3:6] |f:1.2|. Reactants: C(C1=CC=CC=C1)Br (benzyl bromide), C(CCCCC)C1=C(OCC(COC(C2=CC=CC=C2)(C2=CC=CC=C2)C2=CC=CC=C2)O)C=C(C=C1)CCCCCCCCCCCCCC (1-(2-hexyl-5-tetradecylphenoxy)-3-(triphenylmethoxy)-2-propanol), [H-].[Na+] (sodium hydride).